Task: describe an organic reaction: reactants, conditions, products, and yield. Dataset: the Open Reaction Database (ORD), a public repository of structured organic reaction records Reactants: OC(C(CCCC)NC(=O)C(CS(=O)(=O)CC1=CC=CC=C1)NC(=O)N1CCOCC1)C=1OC(=NN1)C1=CC=CC=C1 (Morpholine-4-carboxylic acid (1-{1-[hydroxy-(5-phenyl-[1,3,4]oxadiazol-2-yl)-methyl]-pentylcarbamoyl}-2-phenylmethane-sulfonyl-ethyl)-amide), CC(=O)OI1(C=2C=CC=CC2C(=O)O1)(OC(=O)C)OC(=O)C (Dess-Martin periodinane), [O-]S(=O)(=S)[O-].[Na+].[Na+].C(=O)(O)[O-].[Na+] (Na2S2O3 NaHCO3). Solvent: C(Cl)Cl (MeCl2). Conditions: time 1 hour. Product: C1(=CC=CC=C1)CS(=O)(=O)CC(C(NC(CCCC)C(=O)C=1OC(=NN1)C1=CC=CC=C1)=O)NC(=O)N1CCOCC1 (morpholine-4-carboxylic acid {2-phenylmethanesulfonyl-1-[1-(5-phenyl-[1,3,4]oxadiazole-2-carbonyl)-pentylcarbamoyl]-ethyl}-amide). The yield is 56.2%. As a reaction SMILES: [OH:1][CH:2]([C:32]1[O:33][C:34]([C:37]2[CH:42]=[CH:41][CH:40]=[CH:39][CH:38]=2)=[N:35][N:36]=1)[CH:3]([NH:8][C:9]([CH:11]([NH:23][C:24]([N:26]1[CH2:31][CH2:30][O:29][CH2:28][CH2:27]1)=[O:25])[CH2:12][S:13]([CH2:16][C:17]1[CH:22]=[CH:21][CH:20]=[CH:19][CH:18]=1)(=[O:15])=[O:14])=[O:10])[CH2:4][CH2:5][CH2:6][CH3:7].CC(OI1(OC(C)=O)(OC(C)=O)OC(=O)C2C=CC=CC1=2)=O.[O-]S([O-])(=S)=O.[Na+].[Na+].C([O-])(O)=O.[Na+]>C(Cl)Cl>[C:17]1([CH2:16][S:13]([CH2:12][CH:11]([NH:23][C:24]([N:26]2[CH2:27][CH2:28][O:29][CH2:30][CH2:31]2)=[O:25])[C:9](=[O:10])[NH:8][CH:3]([C:2]([C:32]2[O:33][C:34]([C:37]3[CH:38]=[CH:39][CH:40]=[CH:41][CH:42]=3)=[N:35][N:36]=2)=[O:1])[CH2:4][CH2:5][CH2:6][CH3:7])(=[O:15])=[O:14])[CH:22]=[CH:21][CH:20]=[CH:19][CH:18]=1 |f:2.3.4.5.6|. Procedure: Morpholine-4-carboxylic acid (1-{1-[hydroxy-(5-phenyl-[1,3,4]oxadiazol-2-yl)-methyl]-pentylcarbamoyl}-2-phenylmethane-sulfonyl-ethyl)-amide (150 mg, 0.25 mmol), in MeCl2 (5 ml), was treated with Dess-Martin periodinane (183 mg, 0.43 mmol) at room temperature. After stirring for 1 hour, 5 ml of saturated Na2S2O3—NaHCO3 were added. After a further 0.5 hours, the reaction mixture was extracted with ethyl acetate, washed with brine, dried with MgSO4 and concentrated. The residue was purified with si... Reactants: C(C)(=O)NC1=CC2=C(C3=CC=CC=C3N=C2C=C1)N (2-acetamido-9-aminoacridine), S(=O)(=O)(OC)OC (dimethyl sulphate). Solvent: [N+](=O)([O-])C1=CC=CC=C1 (nitrobenzene). Run at temperature 140 celsius. Product: S(=O)(=O)([O-])[O-].C(C)(=O)NC1=CC2=C(C3=CC=CC=C3[N+](=C2C=C1)C)N.C(C)(=O)NC1=CC2=C(C3=CC=CC=C3[N+](=C2C=C1)C)N (2-acetamido-9-amino-10-methylacridinium sulphate). Yield: 102.4%. As a reaction SMILES: [C:1]([NH:4][C:5]1[CH:18]=[CH:17][C:16]2[C:7](=[C:8]([NH2:19])[C:9]3[C:14]([N:15]=2)=[CH:13][CH:12]=[CH:11][CH:10]=3)[CH:6]=1)(=[O:3])[CH3:2].[S:20]([O:25]C)([O:23][CH3:24])(=[O:22])=[O:21]>[N+](C1C=CC=CC=1)([O-])=O>[S:20]([O-:25])([O-:23])(=[O:22])=[O:21].[C:1]([NH:4][C:5]1[CH:18]=[CH:17][C:16]2[C:7](=[C:8]([NH2:19])[C:9]3[C:14]([N+:15]=2[CH3:24])=[CH:13][CH:12]=[CH:11][CH:10]=3)[CH:6]=1)(=[O:3])[CH3:2].[C:1]([NH:4][C:5]1[CH:18]=[CH:17][C:16]2[C:7](=[C:8]([NH2:19])[C:9]3[C:14]([N+:15]=2[CH3:24])=[CH:13][CH:12]=[CH:11][CH:10]=3)[CH:6]=1)(=[O:3])[CH3:2] |f:3.4.5|. Procedure details: 300 cm3 of nitrobenzene are introduced into a 1-dm3 three-necked flask and then 11.2 g (0.0446 mol) of 2-acetamido-9-aminoacridine and 11 cm3 (0.116 mol) of dimethyl sulphate are successively introduced, with stirring. The mixture is then heated at 140° C. for 20 minutes. After cooling, the precipitate obtained is filtered, washed with 20 cm3 of nitrobenzene and six times 20 cm3 of diethyl ether, air-dried and 14.35 g (85%) of 2-acetamido-9-amino-10-methylacridinium sulphate are obtained.